Dataset: the Open Reaction Database (ORD), a public repository of structured organic reaction records. Task: describe an organic reaction: reactants, conditions, products, and yield Starting materials: COC=1C=C(C=CC#N)C=CC1OC (3,4-dimethoxycinnamonitrile), NO (hydroxylamine), C(C)O.O (ethanol water), 3,4-Dimethoxy-cinnamic acid amidoxime. Run in N1=CC=CC=C1 (pyridine). Yields the product COC=1C=C(C=CC#N)C=CC1OC (3,4-dimethoxycinnamonitrile), COC=1C=C(C=O)C=CC1OC (3,4-dimethoxybenzaldehyde), C(#N)CC(=O)O (cyanoacetic acid). Reaction SMILES: [CH3:1][O:2][C:3]1[CH:4]=[C:5]([CH:10]=[CH:11][C:12]=1[O:13][CH3:14])[CH:6]=[CH:7][C:8]#[N:9].N[OH:16].[CH2:17]([OH:19])[CH3:18].O>N1C=CC=CC=1>[CH3:1][O:2][C:3]1[CH:4]=[C:5]([CH:10]=[CH:11][C:12]=1[O:13][CH3:14])[CH:6]=[CH:7][C:8]#[N:9].[CH3:1][O:2][C:3]1[CH:4]=[C:5]([CH:10]=[CH:11][C:12]=1[O:13][CH3:14])[CH:6]=[O:19].[C:8]([CH2:18][C:17]([OH:16])=[O:19])#[N:9] |f:2.3|. Reported procedure: 3,4-Dimethoxy-cinnamic acid amidoxime used as starting material was prepared by the reaction of 3,4-dimethoxycinnamonitrile with hydroxylamine under the usual conditions in ethanol-water solution. The 3,4-dimethoxycinnamonitrile was obtained from 3,4-dimethoxybenzaldehyde with cyanoacetic acid in pyridine solution by literature method (J. Am. Chem. Soc. 65, 22(1943)). Reactants: C=O (HCHO), NO[C@H]1C[C@@H](O[C@@H]1CO[Si](C)(C)C(C)(C)C)N1C(=O)NC(=O)C(C)=C1 (3'-O-Amino-5'-O-(t-Butyldimethylsilyl)thymidine), C=O (HCHO). Solvent: CO (MeOH). Reaction conditions: time 6 hour. Yields the product [Si](C)(C)(C(C)(C)C)OC[C@@H]1[C@H](C[C@@H](O1)N1C(=O)NC(=O)C(C)=C1)ON=C (5'-O-(t-Butyldimethylsilyl)-3'-Deoxy-3'-[(Methyleneamino)oxy]thymidine). Yield: 95.0%. Reaction SMILES: [CH2:1]=O.[NH2:3][O:4][C@@H:5]1[C@@H:9]([CH2:10][O:11][Si:12]([C:15]([CH3:18])([CH3:17])[CH3:16])([CH3:14])[CH3:13])[O:8][C@@H:7]([N:19]2[CH:27]=[C:25]([CH3:26])[C:23](=[O:24])[NH:22][C:20]2=[O:21])[CH2:6]1>CO>[Si:12]([O:11][CH2:10][C@H:9]1[O:8][C@@H:7]([N:19]2[CH:27]=[C:25]([CH3:26])[C:23](=[O:24])[NH:22][C:20]2=[O:21])[CH2:6][C@@H:5]1[O:4][N:3]=[CH2:1])([C:15]([CH3:18])([CH3:16])[CH3:17])([CH3:13])[CH3:14]. Procedure: A solution of HCHO (20% aqueous, 1 ml) was added dropwise to a stirred solution of 3'-O-amino-5'-O-(t-butyldimethylsilyl)thymidine (3, 7.42 g, 20 mmol) in dry MeOH (400 ml) at room temperature. After 6 h, another portion of HCHO (20% aqueous, 1.5 ml) was added and stirring continued for 16 h. The resulting solution was evaporated under reduced pressure, and the residue was purified by chromatography on silica gel to give compound 10 (7.25 g, 95%) as clear foam. 1H NMR (CDCl3) δ0.1 [s, 3, (CH3)2 ... Reactants: [OH-].[K+] (KOH), C(CO)O (ethylene glycol), C(CCCC)[C@@H]1CC[C@H](CC1)C1=NC=C(C=N1)OC (2-(trans-4-pentylcyclohexyl)-5-methoxypyrimidine). As a reaction SMILES: [OH-].[K+].C(O)CO.[CH2:7]([C@H:12]1[CH2:17][CH2:16][C@H:15]([C:18]2[N:23]=[CH:22][C:21]([O:24]C)=[CH:20][N:19]=2)[CH2:14][CH2:13]1)[CH2:8][CH2:9][CH2:10][CH3:11]>C(O)(=O)C>[CH2:7]([C@H:12]1[CH2:13][CH2:14][C@H:15]([C:18]2[N:23]=[CH:22][C:21]([OH:24])=[CH:20][N:19]=2)[CH2:16][CH2:17]1)[CH2:8][CH2:9][CH2:10][CH3:11] |f:0.1|. Isolated yield 71.4%. Reaction conditions: time 3 hour. Solvent: C(C)(=O)O (acetic acid). Procedure: KOH (9.5 g, 0.17 mol) and ethylene glycol (100 ml) were added to 2-(trans-4-pentylcyclohexyl)-5-methoxypyrimidine (7.4 g, 0.028 mol) prepared in the same manner as in Example 1, followed by heating the mixture under reflux with stirring for 3 hours, cooling the resulting material, adding glacial acetic acid (30 ml) thereto, further adding water (100 ml), filtering the reaction mixture under suction through a filter, sufficiently washing the residue on the filter with water, three times recrystal... Product: C(CCCC)[C@@H]1CC[C@H](CC1)C1=NC=C(C=N1)O (2-(trans-4-pentylcyclohexyl)-5-hydroxypyrimidine). Starting materials: CCCCCO, OC1(c2nccnc2Cl)CN2CCC1CC2, Cl. The product is CCCCCOc1nccnc1C1(O)CN2CCC1CC2. RXN SMILES: [CH2:1]([CH2:2][CH2:3][CH2:4][CH3:5])[OH:6].[Cl:7][c:8]1[c:9]([C:14]2([OH:22])[CH2:15][N:16]3[CH2:17][CH2:18][CH:19]2[CH2:20][CH2:21]3)[n:10][cH:11][cH:12][n:13]1.[ClH:23]>>[CH2:1]([CH2:2][CH2:3][CH2:4][CH3:5])[O:6][c:8]1[c:9]([C:14]2([OH:22])[CH2:15][N:16]3[CH2:17][CH2:18][CH:19]2[CH2:20][CH2:21]3)[n:10][cH:11][cH:12][n:13]1. Reactants: N1([C@H](C(=O)N[C@@H](C)C(=O)O)CCC1)C(=O)OCC1=CC=CC=C1 (Z-(L)-Pro-(L)-AlaOH), C(Cl)Cl (methylene chloride). Product: C(C(C)C)OC(=O)Cl (isobutylchloroformate), CN1CCOCC1 (4-methylmorpholine). As a reaction SMILES: [N:1]1([C:14]([O:16][CH2:17][C:18]2[CH:23]=CC=C[CH:19]=2)=[O:15])[CH2:13][CH2:12]C[C@H:2]1[C:3](N[C@H](C(O)=O)C)=[O:4].C(Cl)[Cl:25]>>[CH2:17]([O:16][C:14]([Cl:25])=[O:15])[CH:18]([CH3:23])[CH3:19].[CH3:14][N:1]1[CH2:2][CH2:3][O:4][CH2:12][CH2:13]1. Procedure: A suspension of 1.600 g (5.0 mmoles) of Z-(L)-Pro-(L)-AlaOH (Sigma) in 80 ml of dry methylene chloride (CH2Cl2) was brought in an argon atmosphere to a temperature of approximately -20° C. On stabilization of the temperature, the following were added in quick succession: 0.670 ml (5.13 mmoles) of isobutylchloroformate (IBCF) and 0.570 ml (5.17 mmoles) of 4-methylmorpholine (NMM), leaving the system under stirring for approximately 2 minutes. Starting materials: O=C([O-])[O-], CS(C)=O, [Cl-], Clc1ncccc1N1CCOCC1, [Cs+], [Cs+], [Na+], Oc1ccc(Nc2nc3ccccc3s2)cc1. The product is c1cnc(Oc2ccc(Nc3nc4ccccc4s3)cc2)c(N2CCOCC2)c1. As a reaction SMILES: [C:31](=[O:32])([O-:33])[O-:34].[CH3:37][S:38]([CH3:39])=[O:40].[Cl-:42].[Cl:1][c:2]1[n:3][cH:4][cH:5][cH:6][c:7]1[N:8]1[CH2:9][CH2:10][O:11][CH2:12][CH2:13]1.[Cs+:35].[Cs+:36].[Na+:41].[s:14]1[c:15]([NH:23][c:24]2[cH:25][cH:26][c:27]([OH:30])[cH:28][cH:29]2)[n:16][c:17]2[c:18]1[cH:19][cH:20][cH:21][cH:22]2>>[c:2]1([O:30][c:27]2[cH:26][cH:25][c:24]([NH:23][c:15]3[s:14][c:18]4[c:17]([n:16]3)[cH:22][cH:21][cH:20][cH:19]4)[cH:29][cH:28]2)[n:3][cH:4][cH:5][cH:6][c:7]1[N:8]1[CH2:9][CH2:10][O:11][CH2:12][CH2:13]1.